From a dataset of the Open Reaction Database (ORD), a public repository of structured organic reaction records. describe an organic reaction: reactants, conditions, products, and yield Reactants: CC1(OC(NC2=C1C=C(C=C2OC)C=2C=C(C#N)C=C(C2)F)=O)C (3-(4,4-dimethyl-8-methoxy-2-oxo-1,4-dihydro-2H-3,1-benzoxazin-6-yl)-5-fluorobenzonitrile), [I-].[Li+] (Lithium iodide). The solvent is N1=C(C=C(C=C1C)C)C (2,4,6-collidine). Product: CC1(OC(NC2=C1C=C(C=C2O)C=2C=C(C#N)C=C(C2)F)=O)C (3-(4,4-Dimethyl-8-hydroxy-2-oxo-1,4-dihydro-2H-3,1-benzoxazin-6-yl)-5-fluorobenzonitrile). RXN SMILES: [CH3:1][C:2]1([CH3:24])[C:7]2[CH:8]=[C:9]([C:14]3[CH:15]=[C:16]([CH:19]=[C:20]([F:22])[CH:21]=3)[C:17]#[N:18])[CH:10]=[C:11]([O:12]C)[C:6]=2[NH:5][C:4](=[O:23])[O:3]1.[I-].[Li+]>N1C(C)=CC(C)=CC=1C>[CH3:1][C:2]1([CH3:24])[C:7]2[CH:8]=[C:9]([C:14]3[CH:15]=[C:16]([CH:19]=[C:20]([F:22])[CH:21]=3)[C:17]#[N:18])[CH:10]=[C:11]([OH:12])[C:6]=2[NH:5][C:4](=[O:23])[O:3]1 |f:1.2|. Procedure: A mixture of 3-(4,4-dimethyl-8-methoxy-2-oxo-1,4-dihydro-2H-3,1-benzoxazin-6-yl)-5-fluorobenzonitrile (0.1 g, 0.31 mmol), Lithium iodide (0.3 g, 2.24 mmol) in 2,4,6-collidine was heated at reflux under nitrogen for 5 hours. The solvent was removed in vacuo and the residue was taken in a mixture of brine (10 mL) and ethyl acetate (30 mL). The organic layer was separated, dried (MgSO4), and evaporated. The resultant residue was purified on a silica gel column chromatography (hexane:ethyl acetate/1... The reactants are ClC=1N=C2C(=C(C=NC2=CC1)C(C)=O)N[C@@H]1CC[C@H](CC1)CN(C)C (1-(6-chloro-4-{trans-4-[(dimethylamino)methyl]-cyclohexylamino}-1,5-naphthyridin-3-yl)ethanone), CC1=NN(C(=C1B1OC(C(O1)(C)C)(C)C)C)C(=O)OC(C)(C)C (tert-butyl 3,5-dimethyl-4-(4,4,5,5-tetramethyl-1,3,2-dioxaborolan-2-yl)-1H-pyrazole-1-carboxylate). Yields the product C(C)(=O)C1=CN=C2C=CC(=NC2=C1N[C@@H]1CC[C@H](CC1)CN(C)C)C=1C(=NN(C1C)C(=O)OC(C)(C)C)C (tert-Butyl 4-[7-acetyl-8-({trans-4-[(dimethylamino)methyl]cyclohexyl}amino)-1,5-naphthyridin-2-yl]-3,5-dimethyl-1H-pyrazole-1-carboxylate). Yield: 76.8%. As a reaction SMILES: Cl[C:2]1[N:3]=[C:4]2[C:9](=[CH:10][CH:11]=1)[N:8]=[CH:7][C:6]([C:12](=[O:14])[CH3:13])=[C:5]2[NH:15][C@H:16]1[CH2:21][CH2:20][C@H:19]([CH2:22][N:23]([CH3:25])[CH3:24])[CH2:18][CH2:17]1.[CH3:26][C:27]1[C:31](B2OC(C)(C)C(C)(C)O2)=[C:30]([CH3:41])[N:29]([C:42]([O:44][C:45]([CH3:48])([CH3:47])[CH3:46])=[O:43])[N:28]=1>>[C:12]([C:6]1[C:5]([NH:15][C@H:16]2[CH2:21][CH2:20][C@H:19]([CH2:22][N:23]([CH3:25])[CH3:24])[CH2:18][CH2:17]2)=[C:4]2[C:9]([CH:10]=[CH:11][C:2]([C:31]3[C:27]([CH3:26])=[N:28][N:29]([C:42]([O:44][C:45]([CH3:47])([CH3:46])[CH3:48])=[O:43])[C:30]=3[CH3:41])=[N:3]2)=[N:8][CH:7]=1)(=[O:14])[CH3:13]. Procedure: Following general procedure II, 1-(6-chloro-4-{trans-4-[(dimethylamino)methyl]-cyclohexylamino}-1,5-naphthyridin-3-yl)ethanone (92 mg, 0.25 mmol) was reacted with tert-butyl 3,5-dimethyl-4-(4,4,5,5-tetramethyl-1,3,2-dioxaborolan-2-yl)-1H-pyrazole-1-carboxylate (120 mg, 0.37 mmol) to afford crude product (100 mg) as a brown solid which was carried forward without any purification: ESI MS m/z 521 [M+H]+ Reactants: CC=1C(=C(C(=C2C(OCC12)=O)OS(=O)(=O)C1=CC=C(C=C1)C)C/C=C(/CCC(=O)OC)\C)C=C (methyl (E) 6-(1,3-dihydro-7-methyl-3-oxo-4-p-toluenesulfonyloxy-6-vinylisobenzofuran-5-yl)-4-methyl-4-hexenoate). The reagents and catalysts are [Rh](Cl)(Cl)Cl.C1(=CC=CC=C1)P(C1=CC=CC=C1)C1=CC=CC=C1.C1(=CC=CC=C1)P(C1=CC=CC=C1)C1=CC=CC=C1.C1(=CC=CC=C1)P(C1=CC=CC=C1)C1=CC=CC=C1 (tris(triphenylphosphine) rhodium chloride). Solvent: C1=CC=CC=C1 (benzene), C(C)O (ethanol). Yields the product C(C)C1=C(C(=C2C(OCC2=C1C)=O)OS(=O)(=O)C1=CC=C(C=C1)C)C/C=C(/CCC(=O)OC)\C (methyl (E) 6-(1,3-dihydro-6-ethyl-7-methyl-3-oxo-4-p-toluenesulfonyloxyisobenzofuran-5-yl)-4-methyl-4-hexenoate). Reaction SMILES: [CH3:1][C:2]1[C:3]([CH:33]=[CH2:34])=[C:4]([CH2:23]/[CH:24]=[C:25](\[CH3:32])/[CH2:26][CH2:27][C:28]([O:30][CH3:31])=[O:29])[C:5]([O:12][S:13]([C:16]2[CH:21]=[CH:20][C:19]([CH3:22])=[CH:18][CH:17]=2)(=[O:15])=[O:14])=[C:6]2[C:10]=1[CH2:9][O:8][C:7]2=[O:11]>C1C=CC=CC=1.C(O)C.[Rh](Cl)(Cl)Cl.C1(P(C2C=CC=CC=2)C2C=CC=CC=2)C=CC=CC=1.C1(P(C2C=CC=CC=2)C2C=CC=CC=2)C=CC=CC=1.C1(P(C2C=CC=CC=2)C2C=CC=CC=2)C=CC=CC=1>[CH2:33]([C:3]1[C:2]([CH3:1])=[C:10]2[C:6]([C:7](=[O:11])[O:8][CH2:9]2)=[C:5]([O:12][S:13]([C:16]2[CH:21]=[CH:20][C:19]([CH3:22])=[CH:18][CH:17]=2)(=[O:15])=[O:14])[C:4]=1[CH2:23]/[CH:24]=[C:25](\[CH3:32])/[CH2:26][CH2:27][C:28]([O:30][CH3:31])=[O:29])[CH3:34] |f:3.4.5.6|. Reported procedure: A solution of methyl (E) 6-(1,3-dihydro-7-methyl-3-oxo-4-p-toluenesulfonyloxy-6-vinylisobenzofuran-5-yl)-4-methyl-4-hexenoate (17.7 g) and tris(triphenylphosphine) rhodium chloride (1.2 g) in benzene (180 ml) and ethanol (180 ml) was hydrogenated for 11 hours. The solvents were removed under vacuum and the residue was crystallized from ethyl acetate/tert butyl methyl ether to afford methyl (E) 6-(1,3-dihydro-6-ethyl-7-methyl-3-oxo-4-p-toluenesulfonyloxyisobenzofuran-5-yl)-4-methyl-4-hexenoate, m...